Dataset: the Open Reaction Database (ORD), a public repository of structured organic reaction records. Task: describe an organic reaction: reactants, conditions, products, and yield Conditions: temperature 100 celsius, time 1 hour. Reagents/catalysts: [Cu]I (copper(I) iodide). RXN SMILES: Br[C:2]1[CH:12]=[C:11]([CH3:13])[C:5]2[N:6]([CH3:10])[C:7]([CH3:9])=[N:8][C:4]=2[CH:3]=1.[N-:14]=[N+:15]=[N-:16].[Na+].[Na].O=C1O[C@H]([C@H](CO)O)C(O)=C1O.C(O)C>[Cu]I.O>[N:14]([C:2]1[CH:12]=[C:11]([CH3:13])[C:5]2[N:6]([CH3:10])[C:7]([CH3:9])=[N:8][C:4]=2[CH:3]=1)=[N+:15]=[N-:16] |f:1.2,3.4,^1:17|. Procedure details: 0.59 g (2.50 mmol) 5-bromo-1,2,7-trimethyl-1H-benzimidazole, 0.32 g (4.9 mmol) sodium azide, 75 mg (0.50 mmol) trans-(1R,2R)—N,N′-bismethyl-1,2-cyclohexane-diamine, 50 mg (0.30 mmol) copper(I) iodide and 50 mg (0.30 mmol) L-ascorbic acid sodium salt were added to 2.0 ml of a mixture of ethanol and water (EtOH/water=7/3) and the mixture was stirred for 1 h at 100° C. Then the EtOH was distilled off and the residue was mixed with water. The precipitate formed was suction filtered, washed with wate... Starting materials: BrC1=CC2=C(N(C(=N2)C)C)C(=C1)C (5-bromo-1,2,7-trimethyl-1H-benzimidazole), [N-]=[N+]=[N-].[Na+] (sodium azide), trans-(1R,2R)—N,N′-bismethyl-1,2-cyclohexane-diamine, [Na].O=C1C(O)=C(O)[C@H](O1)[C@@H](O)CO (L-ascorbic acid sodium salt), mixture, C(C)O (ethanol). Run in O (water). Yields the product N(=[N+]=[N-])C1=CC2=C(N(C(=N2)C)C)C(=C1)C (5-azido-1,2,7-trimethyl-1H-benzimidazole). Reactants: [Cl-].[Al+3].[Cl-].[Cl-] (aluminum chloride), C1(=CC=CC=C1)C(C1=CC=CC=C1)OC(=O)C1=C(CS[C@H]2N1C([C@H]2NC(\C(=N/OC(C2=CC=CC=C2)(C2=CC=CC=C2)C2=CC=CC=C2)\C=2N=C(SC2)NC(=O)OC(C)(C)C)=O)=O)SCSC2=NN=C(S2)C (7β-[(Z)-2-(2-t-butoxycarbonylaminothiazol-4-yl)-2-trityloxyiminoacetamido]-3-(2-methyl-1,3,4-thiadiazol-5-ylthiomethylthio)-3-cephem-4-carboxylic acid diphenylmethyl ester), C(C)O (ethanol). The solvent is C1(=CC=CC=C1)OC (anisole), Cl (hydrochloric acid), O (water), C1(=CC=CC=C1)OC (anisole), [N+](=O)([O-])C (nitromethane). Conditions: time 40 minute. Product: NC=1SC=C(N1)/C(/C(=O)N[C@H]1[C@@H]2N(C(=C(CS2)SCSC2=NN=C(S2)C)C(=O)O)C1=O)=N/O (7β-[(Z)-2-(2-aminothiazol-4-yl)-2-hydroxyiminoacetamido]-3-(2-methyl-1,3,4-thiadiazol-5-ylthiomethylthio)-3 -cephem-4-carboxylic acid). The yield is 74.2%. Reaction SMILES: C1(C([O:14][C:15]([C:17]2[N:22]3[C:23](=[O:63])[C@@H:24]([NH:25][C:26](=[O:62])/[C:27](/[C:49]4[N:50]=[C:51]([NH:54]C(OC(C)(C)C)=O)[S:52][CH:53]=4)=[N:28]\[O:29]C(C4C=CC=CC=4)(C4C=CC=CC=4)C4C=CC=CC=4)[C@H:21]3[S:20][CH2:19][C:18]=2[S:64][CH2:65][S:66][C:67]2[S:71][C:70]([CH3:72])=[N:69][N:68]=2)=[O:16])C2C=CC=CC=2)C=CC=CC=1.[Cl-].[Al+3].[Cl-].[Cl-].C(O)C>C1(OC)C=CC=CC=1.[N+](C)([O-])=O.Cl.O>[NH2:54][C:51]1[S:52][CH:53]=[C:49](/[C:27](=[N:28]/[OH:29])/[C:26]([NH:25][C@@H:24]2[C:23](=[O:63])[N:22]3[C:17]([C:15]([OH:16])=[O:14])=[C:18]([S:64][CH2:65][S:66][C:67]4[S:71][C:70]([CH3:72])=[N:69][N:68]=4)[CH2:19][S:20][C@H:21]23)=[O:62])[N:50]=1 |f:1.2.3.4|. Procedure: To a solution of 7β-[(Z)-2-(2-t-butoxycarbonylaminothiazol-4-yl)-2-trityloxyiminoacetamido]-3-(2-methyl-1,3,4-thiadiazol-5-ylthiomethylthio)-3-cephem-4-carboxylic acid diphenylmethyl ester (388 mg: 0.368 mMol.) in a mixture of anisole (1 ml) and nitromethane (4 ml) at -30° C. is added a solution of aluminum chloride (0.45 g: 9.2 equivalents: 3.4 mMol.) in anisole (1.5 ml), and the mixture is stirred for 40 minutes. The reaction mixture is mixed with ethanol (2 ml), stirred for 5 minutes at the s... Reactants: [Br-], CCOCC, N#Cc1cccc(C=O)c1, CC(C)[Mg+], C1CCOC1. The product is CC(C)C(O)c1cccc(C#N)c1. RXN SMILES: [Br-:1].[CH3:6][CH2:7][O:8][CH2:9][CH3:10].[CH:11](=[O:12])[c:13]1[cH:14][c:15]([C:16]#[N:17])[cH:18][cH:19][cH:20]1.[CH:2]([CH3:3])([CH3:4])[Mg+:5].[O:21]1[CH2:22][CH2:23][CH2:24][CH2:25]1>>[CH:2]([CH3:3])([CH3:4])[CH:11]([OH:12])[c:13]1[cH:14][c:15]([C:16]#[N:17])[cH:18][cH:19][cH:20]1. Reactants: CCOC(C)=O, C[O-], CO, CCCCCC, N#Cc1ncc(-c2cccc(F)c2)cc1Cl, [Na+], O. Yields the product COc1cc(-c2cccc(F)c2)cnc1C#N. As a reaction SMILES: [C:22]([O:23][CH2:25][CH3:26])(=[O:24])[CH3:27].[CH3:17][O-:18].[CH3:20][OH:21].[CH3:28][CH2:29][CH2:30][CH2:31][CH2:32][CH3:33].[F:1][c:2]1[cH:3][c:4](-[c:8]2[cH:9][c:10]([Cl:16])[c:11]([C:14]#[N:15])[n:12][cH:13]2)[cH:5][cH:6][cH:7]1.[Na+:19].[OH2:34]>>[F:1][c:2]1[cH:3][c:4](-[c:8]2[cH:9][c:10]([O:24][CH3:22])[c:11]([C:14]#[N:15])[n:12][cH:13]2)[cH:5][cH:6][cH:7]1. Starting materials: C(C)C=1N=C2N(N=C(C=C2C)C)C1CC1=CC=C(C=C1)[Sn](C)(C)C (4-[(2-ethyl-6,8-dimethylimidazo[1,2-b]pyridazin-3-yl)methyl]phenyltrimethylstannane), IC1=C(C(=O)OC(C)(C)C)C=CC=C1 (t-butyl 2-iodobenzoate). The reagents and catalysts are Cl[Pd]([P](C1=CC=CC=C1)(C2=CC=CC=C2)C3=CC=CC=C3)([P](C4=CC=CC=C4)(C5=CC=CC=C5)C6=CC=CC=C6)Cl (bis(triphenylphosphine)palladium(II) chloride). Solvent: CN(C)C=O (DMF). Run at temperature 100 celsius, time 12 hour. Yields the product C(C)C=1N=C2N(N=C(C=C2C)C)C1CC1=CC=C(C=C1)C1=C(C(=O)OC(C)(C)C)C=CC=C1 (t-butyl 2-[4-[(2-ethyl-6,8-dimethylimidazo[1,2-b]pyridazin-3-yl)methyl]phenyl]benzoate). The yield is 71.8%. Reaction SMILES: [CH2:1]([C:3]1[N:4]=[C:5]2[C:10]([CH3:11])=[CH:9][C:8]([CH3:12])=[N:7][N:6]2[C:13]=1[CH2:14][C:15]1[CH:20]=[CH:19][C:18]([Sn](C)(C)C)=[CH:17][CH:16]=1)[CH3:2].I[C:26]1[CH:38]=[CH:37][CH:36]=[CH:35][C:27]=1[C:28]([O:30][C:31]([CH3:34])([CH3:33])[CH3:32])=[O:29]>CN(C=O)C.Cl[Pd](Cl)([P](C1C=CC=CC=1)(C1C=CC=CC=1)C1C=CC=CC=1)[P](C1C=CC=CC=1)(C1C=CC=CC=1)C1C=CC=CC=1>[CH2:1]([C:3]1[N:4]=[C:5]2[C:10]([CH3:11])=[CH:9][C:8]([CH3:12])=[N:7][N:6]2[C:13]=1[CH2:14][C:15]1[CH:20]=[CH:19][C:18]([C:35]2[CH:36]=[CH:37][CH:38]=[CH:26][C:27]=2[C:28]([O:30][C:31]([CH3:34])([CH3:33])[CH3:32])=[O:29])=[CH:17][CH:16]=1)[CH3:2] |^1:46,65|. Procedure details: To a solution of 0.149 g (0.35 mmol) of the product of Step G and 0.132 g (0.43 mmol) of t-butyl 2-iodobenzoate in 1 mL of anhydrous DMF was added 5 mg of bis(triphenylphosphine)palladium(II) chloride. The mixture was degassed, flushed with nitrogen, then magnetically stirred under a nitrogen atmosphere for 12 hours at 100° C. The reaction mixture was cooled to room temperature, then partitioned between EtOAc and water. The organic layer was extracted, separated, dried (MgSO4), filtered and evap... Reactants: COc1ccc(C=Cc2nc(C)cc(O)n2)c(OC)c1, O=P(Cl)(Cl)Cl. Yields the product COc1ccc(C=Cc2nc(C)cc(Cl)n2)c(OC)c1. As a reaction SMILES: [CH3:1][O:2][c:3]1[c:4]([CH:11]=[CH:12][c:13]2[n:14][c:15]([CH3:20])[cH:16][c:17]([OH:19])[n:18]2)[cH:5][cH:6][c:7]([O:9][CH3:10])[cH:8]1.[P:21]([Cl:22])([Cl:23])([Cl:24])=[O:25]>>[CH3:1][O:2][c:3]1[c:4]([CH:11]=[CH:12][c:13]2[n:14][c:15]([CH3:20])[cH:16][c:17]([Cl:23])[n:18]2)[cH:5][cH:6][c:7]([O:9][CH3:10])[cH:8]1. Reaction SMILES: Br.Br.[NH2:3][C@H:4]([C:11]([N:13]1[CH2:20][CH2:19][CH2:18][C@H:14]1[C:15]([NH2:17])=[O:16])=[O:12])[CH2:5][C:6]1[N:10]=[CH:9][NH:8][CH:7]=1.[CH3:21][N:22]1[C:25](=[O:26])[CH2:24][C@H:23]1[C:27](O)=[O:28].C1C=CC2N(O)N=NC=2C=1.C1CCC(N=C=NC2CCCCC2)CC1>CN(C=O)C.C(N(CC)CC)C>[OH2:12].[NH3:3].[CH3:21][N:22]1[C:25](=[O:26])[CH2:24][C@H:23]1[C:27]([NH:3][C@H:4]([C:11]([N:13]1[CH2:20][CH2:19][CH2:18][C@H:14]1[C:15]([NH2:17])=[O:16])=[O:12])[CH2:5][C:6]1[N:10]=[CH:9][NH:8][CH:7]=1)=[O:28] |f:0.1.2,8.9|. Conditions: time 30 minute. The reactants are Br.Br.N[C@@H](CC1=CNC=N1)C(=O)N1[C@H](C(=O)N)CCC1 (L-histidyl-L-prolinamide dihydrobromide), CN1[C@@H](CC1=O)C(=O)O ((S)-1-methyl-4-oxo-2-azetidinecarboxylic acid), C=1C=CC2=C(C1)N=NN2O (HOBT), C1CCC(CC1)N=C=NC2CCCCC2 (DCC). Solvent: C(C)N(CC)CC (triethylamine), CN(C)C=O (DMF). Product: O.N (ammonia water), CN1[C@@H](CC1=O)C(=O)N[C@@H](CC1=CNC=N1)C(=O)N1[C@H](C(=O)N)CCC1 (Nα -[(S)-1 -methyl-4-oxo-2-azetidinylcarbonyl]-L-histidyl-L-prolinamide). Procedure: In 25 ml of dry DMF was suspended 826 mg of L-histidyl-L-prolinamide dihydrobromide (4) and 0.557 ml of triethylamine was dropwise added slowly to the suspension at -15° to -10° C. After stirring the mixture at the same temperature for 30 minutes, insoluble materials were filtered off under cooling to obtain a clear filtrate. To the filtrate were added 258 mg of compound (12), 351 mg of HOBT and 453 mg of DCC at -10° C. After stirring the mixture at -10° to 0° C. for 2 hours, the mixture was all... The yield is 97.3%. The reactants are CC(C(CCCCC)C)(C)C=1C=C(C=C(O)C1)O (5-(1,1,2-trimethylheptyl)resorcinol), C(C)(=O)C1C(CC(CC1)C)=O (2-acetyl-5-methylcyclohexanone). The product is OC1=CC(=CC=2OC=3CC(CCC3C(C12)C)C)C(C(CCCCC)C)(C)C (5,6,7,8-Tetrahydro-1-hydroxy-6,9-dimethyl-3-(1,1,2-trimethylheptyl)xanthene). As a reaction SMILES: [CH3:1][C:2]([C:11]1[CH:12]=[C:13]([OH:18])[CH:14]=[C:15]([CH:17]=1)[OH:16])([CH3:10])[CH:3]([CH3:9])[CH2:4][CH2:5][CH2:6][CH2:7][CH3:8].[C:19]([CH:22]1[CH2:27][CH2:26][CH:25]([CH3:28])[CH2:24][C:23]1=O)(=O)[CH3:20]>>[OH:18][C:13]1[C:14]2[CH:19]([CH3:20])[C:22]3[CH2:27][CH2:26][CH:25]([CH3:28])[CH2:24][C:23]=3[O:16][C:15]=2[CH:17]=[C:11]([C:2]([CH3:1])([CH3:10])[CH:3]([CH3:9])[CH2:4][CH2:5][CH2:6][CH2:7][CH3:8])[CH:12]=1. Procedure: Reaction of 5-(1,1,2-trimethylheptyl)resorcinol with 2-acetyl-5-methylcyclohexanone as described in Example 1 gives the title compound. Reactants: CC(C)(C)OC(=O)N1C[C@@H](C[C@H]1C(=O)OC)OC(=O)N2Cc3c(ccc(c3C2)Br)F, C1CCNCC1. Reagents/catalysts: [O-]P(=O)([O-])[O-].[K+].[K+].[K+], [Cu]I, Cc1cccc(c1NC(=O)C(=O)O)C. Run in CS(=O)C, CS(=O)C. Run at temperature 80 celsius, time 18 hour. Yields the product CC(C)(C)OC(=O)N1C[C@@H](C[C@H]1C(=O)OC)OC(=O)N2Cc3c(ccc(c3C2)F)N4CCCCC4. Yield: 24.0%. Reactants: CC(C)Cc1ccc(-c2nnc(Br)s2)cc1C#N, CCc1c(C=COC)cccc1B1OC(C)(C)C(C)(C)O1, CN(C)C=O, [K+], [K+], [K+], O, O=P([O-])([O-])[O-], c1ccc(P(c2ccccc2)(c2ccccc2)[Pd](P(c2ccccc2)(c2ccccc2)c2ccccc2)(P(c2ccccc2)(c2ccccc2)c2ccccc2)P(c2ccccc2)(c2ccccc2)c2ccccc2)cc1. Yields the product CCc1c(C=COC)cccc1-c1nnc(-c2ccc(CC(C)C)c(C#N)c2)s1. RXN SMILES: [Br:1][c:2]1[n:3][n:4][c:5](-[c:7]2[cH:8][cH:9][c:10]([CH2:15][CH:16]([CH3:17])[CH3:18])[c:11]([C:12]#[N:13])[cH:14]2)[s:6]1.[CH2:19]([CH3:20])[c:21]1[c:22]([B:31]2[O:32][C:33]([CH3:34])([CH3:35])[C:36]([CH3:37])([CH3:38])[O:39]2)[cH:23][cH:24][cH:25][c:26]1[CH:27]=[CH:28][O:29][CH3:30].[CH3:48][N:49]([CH3:50])[CH:51]=[O:52].[K+:45].[K+:46].[K+:47].[OH2:53].[P:40]([O-:41])([O-:42])([O-:43])=[O:44].[cH:54]1[cH:55][cH:56][c:57]([P:58]([Pd:59]([P:60]([c:61]2[cH:62][cH:63][cH:64][cH:65][cH:66]2)([c:67]2[cH:68][cH:69][cH:70][cH:71][cH:72]2)[c:73]2[cH:74][cH:75][cH:76][cH:77][cH:78]2)([P:79]([c:80]2[cH:81][cH:82][cH:83][cH:84][cH:85]2)([c:86]2[cH:87][cH:88][cH:89][cH:90][cH:91]2)[c:92]2[cH:93][cH:94][cH:95][cH:96][cH:97]2)[P:98]([c:99]2[cH:100][cH:101][cH:102][cH:103][cH:104]2)([c:105]2[cH:106][cH:107][cH:108][cH:109][cH:110]2)[c:111]2[cH:112][cH:113][cH:114][cH:115][cH:116]2)([c:117]2[cH:118][cH:119][cH:120][cH:121][cH:122]2)[c:123]2[cH:124][cH:125][cH:126][cH:127][cH:128]2)[cH:129][cH:130]1>>[c:2]1(-[c:22]2[c:21]([CH2:19][CH3:20])[c:26]([CH:27]=[CH:28][O:29][CH3:30])[cH:25][cH:24][cH:23]2)[n:3][n:4][c:5](-[c:7]2[cH:8][cH:9][c:10]([CH2:15][CH:16]([CH3:17])[CH3:18])[c:11]([C:12]#[N:13])[cH:14]2)[s:6]1.